The task is: describe an organic reaction: reactants, conditions, products, and yield. This data is from the Open Reaction Database (ORD), a public repository of structured organic reaction records. Starting materials: [Al+3], CCOC(=O)C1CC1C(=O)c1ccc2[nH]cc(C#N)c2c1, [H-], [H-], [H-], [H-], [Li+], C1CCOC1. The product is CCOC(=O)C1CC1C(O)c1ccc2[nH]cc(C#N)c2c1. RXN SMILES: [Al+3:2].[CH2:7]([CH3:8])[O:9][C:10](=[O:11])[CH:12]1[CH:13]([C:15](=[O:16])[c:17]2[cH:18][c:19]3[c:20]([C:26]#[N:27])[cH:21][nH:22][c:23]3[cH:24][cH:25]2)[CH2:14]1.[H-:1].[H-:4].[H-:5].[H-:6].[Li+:3].[O:28]1[CH2:29][CH2:30][CH2:31][CH2:32]1>>[CH2:7]([CH3:8])[O:9][C:10](=[O:11])[CH:12]1[CH:13]([CH:15]([OH:16])[c:17]2[cH:18][c:19]3[c:20]([C:26]#[N:27])[cH:21][nH:22][c:23]3[cH:24][cH:25]2)[CH2:14]1. The reactants are ClC1=C(C=CC=C1)CN1N=C(C(=C(C1=O)C(=O)OCC)O)C1=CC=CC=C1 (Ethyl 2-[(2-chlorophenyl)methyl]-5-hydroxy-3-oxo-6-phenyl-2,3-dihydro-4-pyridazinecarboxylate), ClC1=C(CBr)C=CC=C1 (2-chlorobenzyl bromide), [H-].[Na+] (Sodium hydride), oil, OC1=C(C(NN=C1C1=CC=CC=C1)=O)C(=O)OCC (ethyl 5-hydroxy-3-oxo-6-phenyl-2,3-dihydro-4-pyridazinecarboxylate), CN(C=O)C (dimethylformamide), Cl (hydrochloric acid). Conditions: time 15 minute. The product is ClC1=C(CN2N=C(C(=C(C2=O)C(=O)NCC(=O)O)O)C2=CC=CC=C2)C=CC=C1 (N-{[2-(2-Chlorobenzyl)-5-hydroxy-3-oxo-6-phenyl-2,3-dihydropyridazin-4-yl]carbonyl}glycine). Yield: 66.0%. RXN SMILES: [Cl:1][C:2]1[CH:7]=[CH:6][CH:5]=[CH:4][C:3]=1[CH2:8][N:9]1[C:14](=[O:15])[C:13]([C:16](OCC)=[O:17])=[C:12]([OH:21])[C:11]([C:22]2[CH:27]=[CH:26][CH:25]=[CH:24][CH:23]=2)=[N:10]1.[H-].[Na+].OC1C(C2C=CC=CC=2)=NNC(=O)[C:32]=1[C:44]([O:46]CC)=[O:45].ClC1C=CC=CC=1CBr.Cl.C[N:60](C)C=O>>[Cl:1][C:2]1[CH:7]=[CH:6][CH:5]=[CH:4][C:3]=1[CH2:8][N:9]1[C:14](=[O:15])[C:13]([C:16]([NH:60][CH2:32][C:44]([OH:46])=[O:45])=[O:17])=[C:12]([OH:21])[C:11]([C:22]2[CH:27]=[CH:26][CH:25]=[CH:24][CH:23]=2)=[N:10]1 |f:1.2|. Reported procedure: Ethyl 2-[(2-chlorophenyl)methyl]-5-hydroxy-3-oxo-6-phenyl-2,3-dihydro-4-pyridazinecarboxylate. Sodium hydride (0.040 g of a 60% oil suspension, 1.00 mmol) was added to a stirred solution of ethyl 5-hydroxy-3-oxo-6-phenyl-2,3-dihydro-4-pyridazinecarboxylate (example 4(b), 0.100 g, 0.384 mmol) in dimethylformamide (1.5 mL) under nitrogen. After 15 min stirring at room temperature, the mixture was cooled in an ice bath and 2-chlorobenzyl bromide (0.051 mL, 0.384 mmol) injected. The mixture was stir... The reactants are CC(=O)O[BH-](OC(C)=O)OC(C)=O, O=C([O-])O, COc1ccc(CN)c(OC)c1, CC(=O)O, CC(Cl)Cl, O=Cc1cn(-c2ccc(I)cc2)nc1-c1ccccc1, [Na+], [Na+]. Yields the product COc1ccc(CNCc2cn(-c3ccc(I)cc3)nc2-c2ccccc2)c(OC)c1. RXN SMILES: [C:33]([O:34][BH-:35]([O:36][C:37](=[O:38])[CH3:39])[O:40][C:41](=[O:42])[CH3:43])(=[O:44])[CH3:45].[C:51](=[O:52])([OH:53])[O-:54].[CH3:21][O:22][c:23]1[c:24]([CH2:25][NH2:26])[cH:27][cH:28][c:29]([O:31][CH3:32])[cH:30]1.[CH3:47][C:48](=[O:49])[OH:50].[Cl:56][CH:57]([Cl:58])[CH3:59].[I:1][c:2]1[cH:3][cH:4][c:5](-[n:8]2[n:9][c:10](-[c:15]3[cH:16][cH:17][cH:18][cH:19][cH:20]3)[c:11]([CH:13]=[O:14])[cH:12]2)[cH:6][cH:7]1.[Na+:46].[Na+:55]>>[I:1][c:2]1[cH:3][cH:4][c:5](-[n:8]2[n:9][c:10](-[c:15]3[cH:16][cH:17][cH:18][cH:19][cH:20]3)[c:11]([CH2:13][NH:26][CH2:25][c:24]3[c:23]([O:22][CH3:21])[cH:30][c:29]([O:31][CH3:32])[cH:28][cH:27]3)[cH:12]2)[cH:6][cH:7]1. Reactants: CO (methanol), [S-2].C[Na] (methyl sodium sulfide), CO (methanol), ClC1=NC=C(C=C1)[N+](=O)[O-] (2-chloro-5-nitropyridine). Run in O (water). Reaction conditions: time 14 hour. Yields the product CSC1=NC=C(C=C1)[N+](=O)[O-] (2-(methylthio)-5-nitropyridine). Isolated yield 92.3%. Reaction SMILES: CO.[S-2:3].[CH3:4][Na].Cl[C:7]1[CH:12]=[CH:11][C:10]([N+:13]([O-:15])=[O:14])=[CH:9][N:8]=1>O>[CH3:4][S:3][C:7]1[CH:12]=[CH:11][C:10]([N+:13]([O-:15])=[O:14])=[CH:9][N:8]=1 |f:1.2|. Procedure details: The methanol solution of methyl sodium sulfide (6 g, 86 mmol) was added portionwise at 0° C. into the methanol solution of 2-chloro-5-nitropyridine (2 g, 13 mmol). Then, the reaction mixture was heated to room temperature and stirred for 14 hours. The reaction mixture was poured into 20 mL water, and extracted with ethyl acetate 20 mL for three times. The organic phases were combined, dried with anhydrous sodium sulfate, filtered and concentrated. The residual was recrystallized in diethyl ether... Starting materials: BrC1=C(CBr)C=CC=C1 (o-bromobenzyl bromide), C[O-].[Na+] (sodium methylate). Run in CO (methanol). The product is BrC1=C(C=CC=C1)COC (1-bromo-2-methoxymethylbenzene). Reaction SMILES: [Br:1][C:2]1[CH:9]=[CH:8][CH:7]=[CH:6][C:3]=1[CH2:4]Br.[CH3:10][O-:11].[Na+]>CO>[Br:1][C:2]1[CH:9]=[CH:8][CH:7]=[CH:6][C:3]=1[CH2:4][O:11][CH3:10] |f:1.2|. Reported procedure: 685 g (2.74 mol) of o-bromobenzyl bromide was refluxed with 2.74 mol of a 30% strength sodium methylate solution in methanol for 15 hours. After the mixture had cooled to room temperature it was evaporated down, taken up in ethyl acetate, and washed with water. After the organic phase had been dried over sodium sulfate, it was again evaporated down. There was obtained 478.2 g (87%) of the title substance as a colorless liquid. Starting materials: CN(S(=O)(=O)N1C(=NC(=C1C(O)C1=CC2=C(OCCO2)C=C1)C)[Si](C)(C)C(C)(C)C)C (2-(t-butyldimethylsilyl)-5-[(2,3-dihydro benzo[1,4]dioxin-6-yl)hydroxymethyl]-4-methylimidazole-1-sulfonic acid dimethylamide), [C@@H]([C@H](C(=O)[O-])O)(C(=O)[O-])O.[Na+].[K+] (Rochelle's salt), CC(C)C[AlH]CC(C)C (DIBAL). Run in hexanes, C(C)OCC (diethyl ether). Reaction conditions: temperature -78 celsius. Product: fumarate salt, CN(S(=O)(=O)N1C=NC(=C1CC1=CC2=C(OCCO2)C=C1)C)C (5-(2,3-dihydrobenzo[1,4]dioxin-6-ylmethyl)-4-methylimidazole-1-sulfonic acid dimethylamide). Reaction SMILES: [CH3:1][N:2]([CH3:31])[S:3]([N:6]1[C:10]([CH:11]([C:13]2[CH:22]=[CH:21][C:16]3[O:17][CH2:18][CH2:19][O:20][C:15]=3[CH:14]=2)O)=[C:9]([CH3:23])[N:8]=[C:7]1[Si](C(C)(C)C)(C)C)(=[O:5])=[O:4].CC(C[AlH]CC(C)C)C.[C@H](O)(C([O-])=O)[C@@H](O)C([O-])=O.[Na+].[K+]>C(OCC)C>[CH3:31][N:2]([CH3:1])[S:3]([N:6]1[C:10]([CH2:11][C:13]2[CH:22]=[CH:21][C:16]3[O:17][CH2:18][CH2:19][O:20][C:15]=3[CH:14]=2)=[C:9]([CH3:23])[N:8]=[CH:7]1)(=[O:4])=[O:5] |f:2.3.4|. Reported procedure: A solution of the above ethyl ester 3 (1.0 g, 5.9 mmol) was dissolved in hexanes (50 mL) and cooled to −78° C. A solution of DIBAL (5.8 mL 1.0 M in cyclohexane) was added dropwise. After 15 m, diethyl ether (50 mL) was added and the mixture was stirred with Rochelle's salt solution (25 mL) for 10 m. The organic layer was separated, dried and filtered. Chromatography on SiO2 with 7% Et2O:Hx delivered the aldehyde as a clear colorless oil, 0.52 g (74%). The aldehyde 4 was subjected to the Büchi pr... Starting materials: CC1=CC(=C(NC2=C(C3=C(S2)C=CC=C3)C(=O)OCC)C=C1)[N+](=O)[O-] (ethyl 2-(4-methyl-2-nitroanilino)benzo[b]thiophene-3-carboxylate), [H][H] (hydrogen). The reagents and catalysts are [C].[Pd] (palladium-carbon). The solvent is C(C)(=O)OCC (ethyl acetate). Yields the product NC1=C(NC2=C(C3=C(S2)C=CC=C3)C(=O)OCC)C=CC(=C1)C (ethyl 2-(2-amino-4-methylanilino)benzo[b]thiophene-3-carboxylate). Isolated yield 62.2%. As a reaction SMILES: [CH3:1][C:2]1[CH:22]=[CH:21][C:5]([NH:6][C:7]2[S:11][C:10]3[CH:12]=[CH:13][CH:14]=[CH:15][C:9]=3[C:8]=2[C:16]([O:18][CH2:19][CH3:20])=[O:17])=[C:4]([N+:23]([O-])=O)[CH:3]=1.[H][H]>[C].[Pd].C(OCC)(=O)C>[NH2:23][C:4]1[CH:3]=[C:2]([CH3:1])[CH:22]=[CH:21][C:5]=1[NH:6][C:7]1[S:11][C:10]2[CH:12]=[CH:13][CH:14]=[CH:15][C:9]=2[C:8]=1[C:16]([O:18][CH2:19][CH3:20])=[O:17] |f:2.3|. Reported procedure: In the same manner as in Starting Material Synthesis Example 19 and using ethyl 2-(4-methyl-2-nitroanilino)benzo[b]thiophene-3-carboxylate (6.5 g), ethyl acetate (140 ml), 10% palladium-carbon and hydrogen (500 mg, 60 atm kg/cm2), ethyl 2-(2-amino-4-methylanilino)benzo[b]thiophene-3-carboxylate (3.7 g) was obtained. Reactants: CN([SiH](C)C)[Si](C)(C)C, ClCCl, N, O=C1CCC(=O)N1, O. The product is C[Si](C)(C)N1C(=O)CCC1=O. RXN SMILES: [CH3:1][SiH:2]([CH3:3])[N:8]([Si:4]([CH3:5])([CH3:6])[CH3:7])[CH3:9].[Cl:19][CH2:20][Cl:21].[NH3:17].[O:10]=[C:11]1[CH2:12][CH2:13][C:14](=[O:15])[NH:16]1.[OH2:18]>>[Si:4]([CH3:5])([CH3:6])([CH3:7])[N:16]1[C:11](=[O:10])[CH2:12][CH2:13][C:14]1=[O:15].